From a dataset of the Open Reaction Database (ORD), a public repository of structured organic reaction records. describe an organic reaction: reactants, conditions, products, and yield Starting materials: CC(C)(C)OC(=O)N1CCC2c3cc(Br)cc4c3N(CCO4)C2CC1, COc1cc(B(O)O)cc(OC)c1OC. Product: COc1cc(-c2cc3c4c(c2)C2CCN(C(=O)OC(C)(C)C)CCC2N4CCO3)cc(OC)c1OC. RXN SMILES: [Br:1][c:2]1[cH:3][c:4]2[c:8]3[c:9]([cH:10]1)[O:11][CH2:12][CH2:13][N:7]3[CH:6]1[CH:5]2[CH2:18][CH2:17][N:16]([C:19](=[O:20])[O:21][C:22]([CH3:23])([CH3:24])[CH3:25])[CH2:15][CH2:14]1.[CH3:26][O:27][c:28]1[cH:29][c:30]([B:38]([OH:39])[OH:40])[cH:31][c:32]([O:36][CH3:37])[c:33]1[O:34][CH3:35]>>[c:2]1(-[c:30]2[cH:29][c:28]([O:27][CH3:26])[c:33]([O:34][CH3:35])[c:32]([O:36][CH3:37])[cH:31]2)[cH:3][c:4]2[c:8]3[c:9]([cH:10]1)[O:11][CH2:12][CH2:13][N:7]3[CH:6]1[CH:5]2[CH2:18][CH2:17][N:16]([C:19](=[O:20])[O:21][C:22]([CH3:23])([CH3:24])[CH3:25])[CH2:15][CH2:14]1. Starting materials: FC=1C=C(C=CC1C=1[Se]C=CC1)C1=CC=C(C=C1)CCC (2-(3-fluoro-4′-propylbiphenyl-4-yl)selenophene), C(CCCCC)[Li] (n-HexLi), N (ammonia), CI (methyl iodide). The solvent is C1CCOC1 (THF), CC(C)(C)OC (MTBE), [Cl-].[NH4+] (ammonium chloride), C1CCOC1 (THF). Run at time 25 minute. Product: FC=1C=C(C=CC1C=1[Se]C(=CC1)C)C1=CC=C(C=C1)CCC (2-(3-Fluoro-4′-propylbiphenyl-4-yl)-5-methylselenophene). As a reaction SMILES: [CH2:1]([Li])CCCCC.[F:8][C:9]1[CH:10]=[C:11]([C:20]2[CH:25]=[CH:24][C:23]([CH2:26][CH2:27][CH3:28])=[CH:22][CH:21]=2)[CH:12]=[CH:13][C:14]=1[C:15]1[Se:16][CH:17]=[CH:18][CH:19]=1.CI.N>C1COCC1.CC(OC)(C)C.[Cl-].[NH4+]>[F:8][C:9]1[CH:10]=[C:11]([C:20]2[CH:21]=[CH:22][C:23]([CH2:26][CH2:27][CH3:28])=[CH:24][CH:25]=2)[CH:12]=[CH:13][C:14]=1[C:15]1[Se:16][C:17]([CH3:1])=[CH:18][CH:19]=1 |f:6.7|. Procedure: 3.5 ml (20.6 mmol) of TMP are initially introduced at −20° C. in THF, and 7.7 ml (19.3 mmol, 2.5 M in hexane) of n-HexLi are metered in. After 25 min at this temperature, a solution of 5.5 g (16.0 mmol) of 2-(3-fluoro-4′-propylbiphenyl-4-yl)selenophene in 50 ml of THF is added. When the addition is complete, the batch is warmed to RT over the course of 45 min and left at this temperature for 20 min. The solution is cooled to −70° C., and 13.6 g (95.8 mmol) of methyl iodide are added. The reactio... Starting materials: CC(=O)[O-], CCOC(C)=O, O=C1CCc2ccc(OCCCCN3CCN(c4cccc(Cl)c4Cl)CC3)cc2N1C(=O)OCCl, [Cs+], CN(C)C=O. The product is CC(=O)OCOC(=O)N1C(=O)CCc2ccc(OCCCCN3CCN(c4cccc(Cl)c4Cl)CC3)cc21. As a reaction SMILES: [C:36]([CH3:37])(=[O:38])[O-:39].[CH3:46][CH2:47][O:48][C:49](=[O:50])[CH3:51].[Cl:1][c:2]1[c:3]([N:9]2[CH2:10][CH2:11][N:12]([CH2:15][CH2:16][CH2:17][CH2:18][O:19][c:20]3[cH:21][cH:22][c:23]4[c:28]([cH:29]3)[N:27]([C:30](=[O:31])[O:32][CH2:33][Cl:34])[C:26](=[O:35])[CH2:25][CH2:24]4)[CH2:13][CH2:14]2)[cH:4][cH:5][cH:6][c:7]1[Cl:8].[Cs+:40].[O:41]=[CH:42][N:43]([CH3:44])[CH3:45]>>[Cl:1][c:2]1[c:3]([N:9]2[CH2:10][CH2:11][N:12]([CH2:15][CH2:16][CH2:17][CH2:18][O:19][c:20]3[cH:21][cH:22][c:23]4[c:28]([cH:29]3)[N:27]([C:30](=[O:31])[O:32][CH2:33][O:38][C:36]([CH3:37])=[O:39])[C:26](=[O:35])[CH2:25][CH2:24]4)[CH2:13][CH2:14]2)[cH:4][cH:5][cH:6][c:7]1[Cl:8].